From a dataset of the Open Reaction Database (ORD), a public repository of structured organic reaction records. describe an organic reaction: reactants, conditions, products, and yield The reactants are [N+](=O)([O-])C1=CC=C(C=C1)C1=NC2=CC=CC=C2C(=N1)CCC(=O)O (2-(4-nitrophenyl)-4-quinazolinepropanoic acid), C(=O)(N1C=NC=C1)N1C=NC=C1 (carbonyldiimidazole), C(C)NCC (diethylamine). Run in O1CCCC1 (tetrahydrofuran). Yields the product C(C)N(C(CCC1=NC(=NC2=CC=CC=C12)C1=CC=C(C=C1)[N+](=O)[O-])=O)CC (N,N-diethyl-2-(4-nitrophenyl)-4-quinazolinepropanamide). Reaction SMILES: [N+:1]([C:4]1[CH:9]=[CH:8][C:7]([C:10]2[N:19]=[C:18]([CH2:20][CH2:21][C:22]([OH:24])=O)[C:17]3[C:12](=[CH:13][CH:14]=[CH:15][CH:16]=3)[N:11]=2)=[CH:6][CH:5]=1)([O-:3])=[O:2].C(N1C=CN=C1)(N1C=CN=C1)=O.[CH2:37]([NH:39][CH2:40][CH3:41])[CH3:38]>O1CCCC1>[CH2:37]([N:39]([CH2:40][CH3:41])[C:22](=[O:24])[CH2:21][CH2:20][C:18]1[C:17]2[C:12](=[CH:13][CH:14]=[CH:15][CH:16]=2)[N:11]=[C:10]([C:7]2[CH:6]=[CH:5][C:4]([N+:1]([O-:3])=[O:2])=[CH:9][CH:8]=2)[N:19]=1)[CH3:38]. Reported procedure: The procedure is as in Example 7, starting with 2-(4-nitrophenyl)-4-quinazolinepropanoic acid (1.35 g), carbonyldiimidazole (0.82 g) and diethylamine (0.9 cc) in anhydrous tetrahydrofuran (20 cc). After chromatography on silica gel with ethyl acetate as eluant, and recrystallization in ethyl acetate, N,N-diethyl-2-(4-nitrophenyl)-4-quinazolinepropanamide (0.35 g), m.p. 168° C., is obtained. Reactants: COC(=O)C(C=1C=CC=CC1)C2CCCCN2 (methylphenidate), Cl.C(C)(C)O (Isopropanol hydrochloride). The solvent is C(C)(C)O (isopropyl alcohol). Run at temperature 12.5 celsius. The product is COC(=O)C(C=1C=CC=CC1)C2CCCCN2.Cl (methylphenidate hydrochloride). As a reaction SMILES: [CH3:1][O:2][C:3]([CH:5]([CH:12]1[NH:17][CH2:16][CH2:15][CH2:14][CH2:13]1)[C:6]1[CH:7]=[CH:8][CH:9]=[CH:10][CH:11]=1)=[O:4].[ClH:18].C(O)(C)C>C(O)(C)C>[CH3:1][O:2][C:3]([CH:5]([CH:12]1[NH:17][CH2:16][CH2:15][CH2:14][CH2:13]1)[C:6]1[CH:11]=[CH:10][CH:9]=[CH:8][CH:7]=1)=[O:4].[ClH:18] |f:1.2,4.5|. Procedure details: In a reaction vessel, 100 gm methylphenidate, 1000 ml isopropyl alcohol were mixed at 30 to 35° C., cool the mixture to 10 to 15° C. To this mixture Isopropanol hydrochloride solution (18-20% HCl (dry) in isopropyl alcohol) was added by maintaining the reaction mass below 15° C. This was maintained for about 5 hours at 30° C., cooled to 10° C. and filtered to isolate methylphenidate hydrochloride. The precipitate was washed with isopropyl alcohol and dried at 60 to 70° C. Starting materials: COC1=C(CC2NCCC3=CC(=C(C=C23)OC)OC)C=CC(=C1OC)OC (1-(2,3,4-Trimethoxy-benzyl)-6,7-dimethoxy-1,2,3,4-tetrahydroisoquinoline), BrCC(=O)Br (2-bromoacetyl bromide), N[C@H]1[C@H](CC2=CC=CC=C12)O ((1R,2S)-1-amino-2-indanol). The product is COC1=C(CC2N(CCC3=CC(=C(C=C23)OC)OC)CC(=O)N[C@H]2[C@H](CC3=CC=CC=C23)O)C=CC(=C1OC)OC (2-[1-(2,3,4-Trimethoxy-benzyl)-6,7-dimethoxy-3,4-dihydro-1H-isoquinolin-2-yl]-N-[(1R,2S)-2-hydroxy-indan-1-yl)-acetamide). As a reaction SMILES: [CH3:1][O:2][C:3]1[C:23]([O:24][CH3:25])=[C:22]([O:26][CH3:27])[CH:21]=[CH:20][C:4]=1[CH2:5][CH:6]1[C:15]2[C:10](=[CH:11][C:12]([O:18][CH3:19])=[C:13]([O:16][CH3:17])[CH:14]=2)[CH2:9][CH2:8][NH:7]1.Br[CH2:29][C:30](Br)=[O:31].[NH2:33][C@@H:34]1[C:42]2[C:37](=[CH:38][CH:39]=[CH:40][CH:41]=2)[CH2:36][C@@H:35]1[OH:43]>>[CH3:1][O:2][C:3]1[C:23]([O:24][CH3:25])=[C:22]([O:26][CH3:27])[CH:21]=[CH:20][C:4]=1[CH2:5][CH:6]1[C:15]2[C:10](=[CH:11][C:12]([O:18][CH3:19])=[C:13]([O:16][CH3:17])[CH:14]=2)[CH2:9][CH2:8][N:7]1[CH2:29][C:30]([NH:33][C@@H:34]1[C:42]2[C:37](=[CH:38][CH:39]=[CH:40][CH:41]=2)[CH2:36][C@@H:35]1[OH:43])=[O:31]. Procedure: prepared by reaction of 1-(2,3,4-Trimethoxy-benzyl)-6,7-dimethoxy-1,2,3,4-tetrahydroisoquinoline and 2-bromoacetyl bromide with (1R,2S)-1-amino-2-indanol The reactants are CN([C@@H]1CNCC1)C ((3S)-(−)-3-(dimethylamino)pyrrolidine), NC[C@H]1N(CCC1)CC ((S)-(−)-2-aminomethyl-1-ethylpyrrolidine), C(C)=O (acetaldehyde). Yields the product CN([C@@H]1CN(CC1)CCNC)C ((3S)—N,N-dimethyl-1-[2-(methylamino)ethyl]pyrrolidin-3-amine). RXN SMILES: [CH3:1][N:2]([CH3:8])[C@H:3]1[CH2:7][CH2:6][NH:5][CH2:4]1.N[CH2:10][C@@H:11]1CC[CH2:13][N:12]1CC.C(=O)C>>[CH3:1][N:2]([CH3:8])[C@H:3]1[CH2:7][CH2:6][N:5]([CH2:10][CH2:11][NH:12][CH3:13])[CH2:4]1. Procedure details: By using (3S)-(−)-3-(dimethylamino)pyrrolidine (200 mg) as a starting material, the title compound (80 mg) was obtained in the same manners as those of Reference Example 1, (1) and Reference Example 19, (3). The reactants are CO, Cn1c(C(=O)OCc2ccccc2)nc(-c2ccccc2)c1-c1ccccc1. Reaction SMILES: [CH3:29][OH:30].[c:1]1(-[c:7]2[n:8][c:9]([C:19](=[O:20])[O:21][CH2:22][c:23]3[cH:24][cH:25][cH:26][cH:27][cH:28]3)[n:10]([CH3:18])[c:11]2-[c:12]2[cH:13][cH:14][cH:15][cH:16][cH:17]2)[cH:2][cH:3][cH:4][cH:5][cH:6]1>>[c:1]1(-[c:7]2[n:8][c:9]([C:19](=[O:20])[OH:21])[n:10]([CH3:18])[c:11]2-[c:12]2[cH:13][cH:14][cH:15][cH:16][cH:17]2)[cH:2][cH:3][cH:4][cH:5][cH:6]1. Yields the product Cn1c(C(=O)O)nc(-c2ccccc2)c1-c1ccccc1.